This data is from the Open Reaction Database (ORD), a public repository of structured organic reaction records. The task is: describe an organic reaction: reactants, conditions, products, and yield The reactants are IC=1C=C(C(=O)O)C=CC1 (3-iodobenzoic acid), C([O-])([O-])=O.[K+].[K+] (potassium carbonate), Cl (HCl), C(C1=CC=CC=C1)Br (benzyl bromide). Run in CN(C)C=O (DMF), [Cl-].[Na+].O (brine), C(C)(=O)OCC (ethyl acetate). Reaction conditions: time 4 hour. Product: IC=1C=C(C(=O)OCC2=CC=CC=C2)C=CC1 (benzyl 3-iodobenzoate). Reaction SMILES: [I:1][C:2]1[CH:3]=[C:4]([CH:8]=[CH:9][CH:10]=1)[C:5]([OH:7])=[O:6].C(=O)([O-])[O-].[K+].[K+].[CH2:17](Br)[C:18]1[CH:23]=[CH:22][CH:21]=[CH:20][CH:19]=1.Cl>CN(C=O)C.[Cl-].[Na+].O.C(OCC)(=O)C>[I:1][C:2]1[CH:3]=[C:4]([CH:8]=[CH:9][CH:10]=1)[C:5]([O:7][CH2:17][C:18]1[CH:23]=[CH:22][CH:21]=[CH:20][CH:19]=1)=[O:6] |f:1.2.3,7.8.9|. Procedure details: To a solution of 3-iodobenzoic acid (1.0 equiv) in dry DMF (0.5 M) under argon was added solid potassium carbonate (1.5 equiv) followed by benzyl bromide (1.1 equiv). The resulting mixture was stirred at rt for 4 h, acidified with 10% HCl, diluted with brine and ethyl acetate, and the layers were separated. The organic layer was washed with brine (5×), dried (MgSO4), filtered and concentrated in vacuo to afford a solid, benzyl 3-iodobenzoate (4), which was used without further purification. The reactants are C(C)OCC(C)O (propylene glycol monoethyl ether), Cl (hydrochloric acid), C1(=CC=CC=C1)[Si](OC)(OC)OC (phenyltrimethoxysilane), C(C)O[Si](OCC)(OCC)OCC (tetraethoxysilane), C[Si](OCC)(OCC)OCC (methyltriethoxysilane), CO[Si](OC)(OC)CCCC1C(=O)OC(C1)=O (trimethoxysilylpropyl succinic anhydride), C(C1CO1)OCCC[Si](OC)(OC)OC (glycidoxypropyltrimethoxysilane), [OH-].C1(=CC=CC=C1)[S+](C1=CC=CC=C1)C1=CC=CC=C1 (triphenylsulfonium hydroxide), Cl (hydrochloric acid). The solvent is O (water), C(C)O (ethanol), CC(=O)C (acetone). Conditions: time 240 minute. The product is C(CCC(=O)[O-])(=O)[O-].C1(=CC=CC=C1)[S+](C1=CC=CC=C1)C1=CC=CC=C1.C1(=CC=CC=C1)[S+](C1=CC=CC=C1)C1=CC=CC=C1 (triphenylsulfonium succinic acid salt). RXN SMILES: C1([Si](OC)(OC)[O:8]C)C=CC=CC=1.C(O[Si](OCC)(OCC)OCC)C.C[Si](OCC)(OCC)OCC.CO[Si](CCC[CH:48]1[CH2:53][C:52](=[O:54])[O:51][C:49]1=[O:50])(OC)OC.C(OCCC[Si](OC)(OC)OC)C1OC1.Cl.C(OCC(O)C)C.[OH-].[C:79]1([S+:85]([C:92]2[CH:97]=[CH:96][CH:95]=[CH:94][CH:93]=2)[C:86]2[CH:91]=[CH:90][CH:89]=[CH:88][CH:87]=2)[CH:84]=[CH:83][CH:82]=[CH:81][CH:80]=1>O.C(O)C.CC(C)=O>[C:52]([O-:51])(=[O:54])[CH2:53][CH2:48][C:49]([O-:50])=[O:8].[C:92]1([S+:85]([C:79]2[CH:80]=[CH:81][CH:82]=[CH:83][CH:84]=2)[C:86]2[CH:91]=[CH:90][CH:89]=[CH:88][CH:87]=2)[CH:93]=[CH:94][CH:95]=[CH:96][CH:97]=1.[C:92]1([S+:85]([C:79]2[CH:80]=[CH:81][CH:82]=[CH:83][CH:84]=2)[C:86]2[CH:91]=[CH:90][CH:89]=[CH:88][CH:87]=2)[CH:93]=[CH:94][CH:95]=[CH:96][CH:97]=1 |f:7.8,12.13.14|. Reported procedure: 4.81 g of phenyltrimethoxysilane, 70.74 g of tetraethoxysilane, 17.21 g of methyltriethoxysilane, 0.14 g of trimethoxysilylpropyl succinic anhydride, 5.73 g of glycidoxypropyltrimethoxysilane, and 150 g of acetone were charged into a 500 ml flask to be dissolved and the resultant mixed solution was warmed while stirring the mixed solution with a magnetic stirrer to reflux. Next, 32.33 g of a 0.01 M hydrochloric acid aqueous solution was added to the mixed solution. The reaction was carried out f... The reactants are O=C([O-])[O-], CC[N+](CC)(CC)Cc1ccccc1, CC(C)S(N)(=O)=O, C1OCC2OC12, [Cl-], [K+], [K+], C1COCCO1. Yields the product CC(C)S(=O)(=O)NC1COCC1O. As a reaction SMILES: [C:14](=[O:15])([O-:16])[O-:17].[CH2:21]([N+:22]([CH2:23][CH3:24])([CH2:25][CH3:26])[CH2:27][CH3:28])[c:29]1[cH:30][cH:31][cH:32][cH:33][cH:34]1.[CH3:7][CH:8]([CH3:9])[S:10](=[O:11])(=[O:12])[NH2:13].[CH:1]12[CH2:2][O:3][CH2:4][CH:5]1[O:6]2.[Cl-:20].[K+:18].[K+:19].[O:35]1[CH2:36][CH2:37][O:38][CH2:39][CH2:40]1>>[CH:1]1([NH:13][S:10]([CH:8]([CH3:7])[CH3:9])(=[O:11])=[O:12])[CH2:2][O:3][CH2:4][CH:5]1[OH:6]. Starting materials: [OH-].[Na+] (NaOH), C1(=CC=CC=C1)CN1CCC(CC1)(O)C=1N(C=CN1)CC1=CC=CC=C1 (1-(phenylmethyl)-4-[1-(phenylmethyl)-1H-imidazol-2-yl]-4-piperidinol), [Al+3].[Cl-].[Cl-].[Cl-] (AlCl3), [Al+3].[Cl-].[Cl-].[Cl-] (AlCl3). Reaction conditions: temperature 120 celsius, time 1 hour. Yields the product Cl.Cl.C1(=CC=CC=C1)CN1CCC2(CC1)C=1N(CC=3C=CC=CC32)C=CN1 (1′-(phenylmethyl)spiro[imidazo[1,2-b]isoquinoline-10[5H],4′-piperidine]dihydrochloride). The yield is 1.8%. RXN SMILES: [C:1]1([CH2:7][N:8]2[CH2:13][CH2:12][C:11]([C:15]3[N:16]([CH2:20][C:21]4[CH:26]=[CH:25][CH:24]=[CH:23][CH:22]=4)[CH:17]=[CH:18][N:19]=3)(O)[CH2:10][CH2:9]2)[CH:6]=[CH:5][CH:4]=[CH:3][CH:2]=1.[Al+3].[Cl-:28].[Cl-].[Cl-].[OH-].[Na+]>>[ClH:28].[ClH:28].[C:1]1([CH2:7][N:8]2[CH2:13][CH2:12][C:11]3([C:22]4[CH:23]=[CH:24][CH:25]=[CH:26][C:21]=4[CH2:20][N:16]4[CH:17]=[CH:18][N:19]=[C:15]34)[CH2:10][CH2:9]2)[CH:6]=[CH:5][CH:4]=[CH:3][CH:2]=1 |f:1.2.3.4,5.6,7.8.9|. Reported procedure: 1-(phenylmethyl)-4-[1-(phenylmethyl)-1H-imidazol-2-yl]-4-piperidinol (0.124 mol) and AlCl3 (0.31 mol) were stirred in a melt at 120° C. for 1 h. The mixture was cooled, AlCl3 (0.31 mol) was added and the mixture was stirred at 120° C. for 1 h. The mixture was poured into ice, alkalized with NaOH 50% and extracted with CH2Cl2. The organic layer was dried (MgSO4), filtered off and evaporated. The residue was purified by HPLC (eluent: CH2Cl2/(CH3OH/NH3) 99/1). The pure fractions were collected and ... The reactants are CS(C)=O, CC#N, Cc1ccccc1-c1ccc(C(=O)N2Cc3ccc(C(=O)C(Cl)(Cl)Cl)n3Cc3ccccc32)cc1, NCc1cccnc1. The product is Cc1ccccc1-c1ccc(C(=O)N2Cc3ccc(C(=O)NCc4cccnc4)n3Cc3ccccc32)cc1. Reaction SMILES: [CH3:44][S:45]([CH3:46])=[O:47].[CH3:48][C:49]#[N:50].[Cl:1][C:2]([C:3](=[O:4])[c:5]1[cH:6][cH:7][c:8]2[n:14]1[CH2:13][c:12]1[c:11]([cH:18][cH:17][cH:16][cH:15]1)[N:10]([C:19](=[O:20])[c:21]1[cH:22][cH:23][c:24](-[c:27]3[c:28]([CH3:33])[cH:29][cH:30][cH:31][cH:32]3)[cH:25][cH:26]1)[CH2:9]2)([Cl:34])[Cl:35].[NH2:36][CH2:37][c:38]1[cH:39][n:40][cH:41][cH:42][cH:43]1>>[C:3](=[O:4])([c:5]1[cH:6][cH:7][c:8]2[n:14]1[CH2:13][c:12]1[c:11]([cH:18][cH:17][cH:16][cH:15]1)[N:10]([C:19](=[O:20])[c:21]1[cH:22][cH:23][c:24](-[c:27]3[c:28]([CH3:33])[cH:29][cH:30][cH:31][cH:32]3)[cH:25][cH:26]1)[CH2:9]2)[NH:36][CH2:37][c:38]1[cH:39][n:40][cH:41][cH:42][cH:43]1. Starting materials: ClS(=O)(=O)O (chlorosulfonic acid), COC=1C=C(N)C=C(C1OC)OC (3,4,5-trimethoxyaniline). Solvent: C(Cl)(Cl)Cl (chloroform). Run at time 1 hour. The product is COC=1C=C(C=C(C1OC)OC)NS(=O)(=O)Cl (N-(3,4,5-trimethoxyphenyl) sulfamoyl chloride). Isolated yield 6.0%. RXN SMILES: [Cl:1][S:2]([OH:5])(=O)=[O:3].[CH3:6][O:7][C:8]1[CH:9]=[C:10]([CH:12]=[C:13]([O:17][CH3:18])[C:14]=1[O:15][CH3:16])[NH2:11]>C(Cl)(Cl)Cl>[CH3:18][O:17][C:13]1[CH:12]=[C:10]([NH:11][S:2]([Cl:1])(=[O:5])=[O:3])[CH:9]=[C:8]([O:7][CH3:6])[C:14]=1[O:15][CH3:16]. Reported procedure: At −5° C., chlorosulfonic acid (0.22 mL, 3.33 mmol) was slowly added to a chloroform solution (10 mL) of 3,4,5-trimethoxyaniline (1.83 g, 10 mmol). After 1 hour at 25° C., the suspension was filtered, and the solid was washed with CH2Cl2. The residue was dissolved in Na2CO3 solution (0.5M, 20 mL), which was washed with ethyl ether (2×20 mL). The aqueous solution was concentrated to give a solid, which was extracted with boiling ethanol (20 mL). After evaporation of ethanol, the solid (200 mg) wa...